Dataset: the Open Reaction Database (ORD), a public repository of structured organic reaction records. Task: describe an organic reaction: reactants, conditions, products, and yield Starting materials: O=C([O-])[O-], CCCBr, CN(C)C=O, [K+], [K+], COC(=O)C(N)Cc1ccc(OCCNC(=O)c2ccc(-c3ccccn3)cc2)cc1. Product: CCCNC(Cc1ccc(OCCNC(=O)c2ccc(-c3ccccn3)cc2)cc1)C(=O)OC. Reaction SMILES: [C:5](=[O:6])([O-:7])[O-:8].[CH2:1]([CH2:2][CH3:3])[Br:4].[CH3:42][N:43]([CH3:44])[CH:45]=[O:46].[K+:10].[K+:9].[NH2:11][CH:12]([C:13](=[O:14])[O:15][CH3:16])[CH2:17][c:18]1[cH:19][cH:20][c:21]([O:24][CH2:25][CH2:26][NH:27][C:28]([c:29]2[cH:30][cH:31][c:32](-[c:35]3[n:36][cH:37][cH:38][cH:39][cH:40]3)[cH:33][cH:34]2)=[O:41])[cH:22][cH:23]1>>[CH2:1]([CH2:2][CH3:3])[NH:11][CH:12]([C:13](=[O:14])[O:15][CH3:16])[CH2:17][c:18]1[cH:19][cH:20][c:21]([O:24][CH2:25][CH2:26][NH:27][C:28]([c:29]2[cH:30][cH:31][c:32](-[c:35]3[n:36][cH:37][cH:38][cH:39][cH:40]3)[cH:33][cH:34]2)=[O:41])[cH:22][cH:23]1.